describe an organic reaction: reactants, conditions, products, and yield From a dataset of the Open Reaction Database (ORD), a public repository of structured organic reaction records. Starting materials: N(=[N+]=[N-])C(C(=O)OCC)C(C1=CC=CC=C1)OC1=C(C=C(C=C1)F)[N+](=O)[O-] (Ethyl (2SR,3RS)-2-azido-3-(4-fluoro-2-nitrophenoxy)-3-phenylpropanoate), C1(=CC=CC=C1)P(C1=CC=CC=C1)C1=CC=CC=C1 (triphenylphosphine), O (water). Solvent: C1CCOC1 (THF). Conditions: time 8 hour. Yields the product NC(C(=O)OCC)C(C1=CC=CC=C1)OC1=C(C=C(C=C1)F)[N+](=O)[O-] (Ethyl (2SR,3RS)-2-amino-3-(4-fluoro-2-nitrophenoxy)-3-phenylpropanoate). Yield: 64.1%. Reaction SMILES: [N:1]([CH:4]([CH:10]([O:17][C:18]1[CH:23]=[CH:22][C:21]([F:24])=[CH:20][C:19]=1[N+:25]([O-:27])=[O:26])[C:11]1[CH:16]=[CH:15][CH:14]=[CH:13][CH:12]=1)[C:5]([O:7][CH2:8][CH3:9])=[O:6])=[N+]=[N-].C1(P(C2C=CC=CC=2)C2C=CC=CC=2)C=CC=CC=1.O>C1COCC1>[NH2:1][CH:4]([CH:10]([O:17][C:18]1[CH:23]=[CH:22][C:21]([F:24])=[CH:20][C:19]=1[N+:25]([O-:27])=[O:26])[C:11]1[CH:12]=[CH:13][CH:14]=[CH:15][CH:16]=1)[C:5]([O:7][CH2:8][CH3:9])=[O:6]. Procedure: To a solution of ethyl (2SR,3RS)-2-azido-3-(4-fluoro-2-nitrophenoxy)-3-phenylpropanoate (75b) (2.60 g) and triphenylphosphine (2.01 g) in THF (100 ml) was added water (2 ml) and the mixture was refluxed for 1 h then stirred at RT overnight. The reaction was concentrated in vacuo and the resulting residue was purified by flash chromatography (5:2 hexane:ethyl acetate) to afford the title compound (1.55 g) as a yellow oil. 1H NMR (300 MHz, d6-DMSO) δ 1.01 (t, 3H, J=7 Hz), 1.85 (s, 2H), 3.76 (d, 1H... Starting materials: [C-]#N.[Na+] (sodium cyanide), OCC=1C=CC2=C(N(C(C=3CCCNC23)=O)COC)C1 (8-(Hydroxymethyl)-6-(methoxymethyl)-1,2,3,4-tetrahydrobenzo[h][1,6]naphthyridine-5-(6H)-one), S(=O)(Cl)Cl (thionylchloride), C([O-])(O)=O.[Na+] (sodium bicarbonate), ice water. Solvent: ClCCl (dichloromethane). Reaction conditions: time 4 hour. Yields the product COCN1C(C=2CCCNC2C2=C1C=C(C=C2)CC#N)=O (2-[6-(Methoxymethyl)-5-oxo-1,2,3,4,5,6-hexahydrobenzo[h][1,6]naphthyridine-8-yl]acetonitrile). Yield: 68.6%. As a reaction SMILES: O[CH2:2][C:3]1[CH:4]=[CH:5][C:6]2[C:15]3[NH:14][CH2:13][CH2:12][CH2:11][C:10]=3[C:9](=[O:16])[N:8]([CH2:17][O:18][CH3:19])[C:7]=2[CH:20]=1.S(Cl)(Cl)=O.C(=O)(O)[O-].[Na+].[C-:30]#[N:31].[Na+]>ClCCl>[CH3:19][O:18][CH2:17][N:8]1[C:7]2[CH:20]=[C:3]([CH2:2][C:30]#[N:31])[CH:4]=[CH:5][C:6]=2[C:15]2[NH:14][CH2:13][CH2:12][CH2:11][C:10]=2[C:9]1=[O:16] |f:2.3,4.5|. Reported procedure: 8-(hydroxymethyl)-6-(methoxymethyl)-1,2,3,4-tetrahydrobenzo[h][1,6]naphthyridine-5-(6H)-one (100 mg, 0.36 mmol) prepared in step 5 of Example 41 was dissolved in dichloromethane (10 ml), added dropwise with thionylchloride (66 μl, 0.91 mmol) at 0° C. The resulting mixture was stirred at room temperature for 4 hours and poured into saturated sodium bicarbonate aqueous solution. The mixture was extracted with dichloromethane, washed with brine, dried over anhydrous sodium sulfate, and concentrated...